Dataset: the Open Reaction Database (ORD), a public repository of structured organic reaction records. Task: describe an organic reaction: reactants, conditions, products, and yield Starting materials: Oc1cccnc1Br, CC(N)=O, [H-], [Na+], C1CCOC1. The product is NC(=O)COc1cccnc1Br. As a reaction SMILES: [Br:1][c:2]1[n:3][cH:4][cH:5][cH:6][c:7]1[OH:8].[CH3:11][C:12]([NH2:13])=[O:14].[H-:9].[Na+:10].[O:15]1[CH2:16][CH2:17][CH2:18][CH2:19]1>>[Br:1][c:2]1[n:3][cH:4][cH:5][cH:6][c:7]1[O:8][CH2:11][C:12]([NH2:13])=[O:14]. Starting materials: CCO, Cl, CCOC(=O)c1ccc(NC(=O)C=Cc2cnn(C)c2-c2ccc(F)cc2)cc1, [Na+], [OH-]. The product is Cn1ncc(C=CC(=O)Nc2ccc(C(=O)O)cc2)c1-c1ccc(F)cc1. Reaction SMILES: [CH3:33][CH2:34][OH:35].[ClH:32].[F:1][c:2]1[cH:3][cH:4][c:5](-[c:8]2[c:9]([CH:14]=[CH:15][C:16](=[O:17])[NH:18][c:19]3[cH:20][cH:21][c:22]([C:23](=[O:24])[O:25][CH2:26][CH3:27])[cH:28][cH:29]3)[cH:10][n:11][n:12]2[CH3:13])[cH:6][cH:7]1.[Na+:31].[OH-:30]>>[F:1][c:2]1[cH:3][cH:4][c:5](-[c:8]2[c:9]([CH:14]=[CH:15][C:16](=[O:17])[NH:18][c:19]3[cH:20][cH:21][c:22]([C:23](=[O:24])[OH:25])[cH:28][cH:29]3)[cH:10][n:11][n:12]2[CH3:13])[cH:6][cH:7]1. The reactants are Fc1cccc(C2COCCN2c2ccc3ncc(Br)n3n2)c1, C1COCCO1, CC1(C)OB(c2ccc3c(c2)NC(=O)C3)OC1(C)C, [Na+], [Na+], O=C([O-])[O-]. Product: O=C1Cc2ccc(-c3cnc4ccc(N5CCOCC5c5cccc(F)c5)nn34)cc2N1. Reaction SMILES: [Br:1][c:2]1[cH:3][n:4][c:5]2[n:6]1[n:7][c:8]([N:11]1[CH:12]([c:17]3[cH:18][c:19]([F:23])[cH:20][cH:21][cH:22]3)[CH2:13][O:14][CH2:15][CH2:16]1)[cH:9][cH:10]2.[CH2:43]1[O:44][CH2:45][CH2:46][O:47][CH2:48]1.[CH3:24][C:25]1([CH3:26])[C:27]([CH3:28])([CH3:29])[O:30][B:31]([c:32]2[cH:33][cH:34][c:35]3[c:39]([cH:40]2)[NH:38][C:37](=[O:41])[CH2:36]3)[O:42]1.[Na+:49].[Na+:50].[O-:51][C:52](=[O:53])[O-:54]>>[c:2]1(-[c:32]2[cH:33][cH:34][c:35]3[c:39]([cH:40]2)[NH:38][C:37](=[O:41])[CH2:36]3)[cH:3][n:4][c:5]2[n:6]1[n:7][c:8]([N:11]1[CH:12]([c:17]3[cH:18][c:19]([F:23])[cH:20][cH:21][cH:22]3)[CH2:13][O:14][CH2:15][CH2:16]1)[cH:9][cH:10]2. The reactants are ClCC1=NOC(=N1)C1=CC=CC=C1 (3-chloromethyl-5-phenyl-1,2,4-oxadiazole), OC1=CC=C(CN2N=C(C(=C2)CCC(=O)OC)C2=CC=CC=C2)C=C1 (methyl 3-[1-(4-hydroxybenzyl)-3-phenyl-1H-pyrazol-4-yl]propionate), C([O-])([O-])=O.[K+].[K+] (potassium carbonate), CN(C=O)C (N,N-dimethylformamide). Run in O (water). Reaction conditions: time 18 hour. Yields the product C1(=CC=CC=C1)C1=NN(C=C1CCC(=O)OC)CC1=CC=C(C=C1)OCC1=NOC(=N1)C1=CC=CC=C1 (methyl 3-[3-phenyl-1-[4-(5-phenyl-1,2,4-oxadiazole-3-ylmethoxy)benzyl]-1H-pyrazol-4-yl]propionate). The yield is 88.6%. RXN SMILES: Cl[CH2:2][C:3]1[N:7]=[C:6]([C:8]2[CH:13]=[CH:12][CH:11]=[CH:10][CH:9]=2)[O:5][N:4]=1.[OH:14][C:15]1[CH:38]=[CH:37][C:18]([CH2:19][N:20]2[CH:24]=[C:23]([CH2:25][CH2:26][C:27]([O:29][CH3:30])=[O:28])[C:22]([C:31]3[CH:36]=[CH:35][CH:34]=[CH:33][CH:32]=3)=[N:21]2)=[CH:17][CH:16]=1.C(=O)([O-])[O-].[K+].[K+].CN(C)C=O>O>[C:31]1([C:22]2[C:23]([CH2:25][CH2:26][C:27]([O:29][CH3:30])=[O:28])=[CH:24][N:20]([CH2:19][C:18]3[CH:17]=[CH:16][C:15]([O:14][CH2:2][C:3]4[N:7]=[C:6]([C:8]5[CH:13]=[CH:12][CH:11]=[CH:10][CH:9]=5)[O:5][N:4]=4)=[CH:38][CH:37]=3)[N:21]=2)[CH:32]=[CH:33][CH:34]=[CH:35][CH:36]=1 |f:2.3.4|. Procedure: A mixture of 3-chloromethyl-5-phenyl-1,2,4-oxadiazole (307 mg), methyl 3-[1-(4-hydroxybenzyl)-3-phenyl-1H-pyrazol-4-yl]propionate (500 mg), potassium carbonate (397 mg) and N,N-dimethylformamide (7 ml) was stirred at room temperature for 18 hours. The reaction mixture was poured into water, which was extracted with ethyl acetate. The ethyl acetate layer was washed with saturated aqueous sodium chloride solution, dried (MgSO4), then concentrated. The residue was subjected to silica gel column chr... Reactants: CC1=C(N=C(C(=N1)C)C)C (tetramethylpyrazine), C(CC(C)C)=O (isovaleraldehyde). Product: OC(CC1=NC(=C(N=C1C)C)C)CC(C)C (2-(2-Hydroxy-4-methylpentyl)-3,5,6-trimethylpyrazine). The yield is 60.7%. Reaction SMILES: [CH3:1][C:2]1[N:7]=[C:6]([CH3:8])[C:5]([CH3:9])=[N:4][C:3]=1[CH3:10].[CH:11](=[O:16])[CH2:12][CH:13]([CH3:15])[CH3:14]>>[OH:16][CH:11]([CH2:12][CH:13]([CH3:15])[CH3:14])[CH2:10][C:3]1[C:2]([CH3:1])=[N:7][C:6]([CH3:8])=[C:5]([CH3:9])[N:4]=1. Procedure details: The reaction of 13.6 grams (0.1 mole) of tetramethylpyrazine with 8.6 grams (0.1 mole) isovaleraldehyde was carried out in the manner described in Example II. The crude reaction mixture was washed with 50 milliliters of 6 N HCl, and the aqueous layer was separated and washed with two 50 milliliter portions of methylene chloride. The acidic solution was neutralized with sodium carbonate and the oil that separated was dissolved in methylene chloride. The organic solution was dried over sodium sulf... Starting materials: ClC=1C=CC2=C(N(CCCC2)C(=O)OC(C)(C)C)N1 (tert-butyl 2-chloro-7,8-dihydro-5H-pyrido[2,3-b]azepine-9(6H)-carboxylate), [B-](C=C)(F)(F)F.[K+] (potassium trifluoro(vinyl)borate), C(Cl)Cl (CH2Cl2), C(=O)([O-])[O-].[Cs+].[Cs+] (Cs2CO3). Reagents/catalysts: C1=CC=C(C=C1)P([C-]2C=CC=C2)C3=CC=CC=C3.C1=CC=C(C=C1)P([C-]2C=CC=C2)C3=CC=CC=C3.Cl[Pd]Cl.[Fe+2] (PdCl2(dppf)). Solvent: O (H2O), C1CCOC1 (THF), O (H2O). Yields the product C(=C)C=1C=CC2=C(N(CCCC2)C(=O)OC(C)(C)C)N1 (tert-butyl 2-vinyl-7,8-dihydro-5H-pyrido[2,3-b]azepine-9(6H)-carboxylate). As a reaction SMILES: Cl[C:2]1[CH:3]=[CH:4][C:5]2[CH2:11][CH2:10][CH2:9][CH2:8][N:7]([C:12]([O:14][C:15]([CH3:18])([CH3:17])[CH3:16])=[O:13])[C:6]=2[N:19]=1.[B-](F)(F)(F)[CH:21]=[CH2:22].[K+].C(Cl)Cl.C([O-])([O-])=O.[Cs+].[Cs+]>C1COCC1.O.C1C=CC(P(C2C=CC=CC=2)[C-]2C=CC=C2)=CC=1.C1C=CC(P(C2C=CC=CC=2)[C-]2C=CC=C2)=CC=1.Cl[Pd]Cl.[Fe+2]>[CH:21]([C:2]1[CH:3]=[CH:4][C:5]2[CH2:11][CH2:10][CH2:9][CH2:8][N:7]([C:12]([O:14][C:15]([CH3:18])([CH3:17])[CH3:16])=[O:13])[C:6]=2[N:19]=1)=[CH2:22] |f:1.2,4.5.6,9.10.11.12|. Procedure: A degassed mixture of tert-butyl 2-chloro-7,8-dihydro-5H-pyrido[2,3-b]azepine-9(6H)-carboxylate (690 mg, 2.44 mmol), potassium trifluoro(vinyl)borate (344 mg, 2.44 mmol), PdCl2(dppf). CH2Cl2 (199 mg, 0.244 mmol) and Cs2CO3 (2.00 g, 6.1 mmol) in THF (50 ml) and H2O (10 ml) was heated at 80° C. for 3.5 h. The reaction mixture was diluted with H2O and extracted with DCM (2×). The combined organic layers were dried over Na2SO4 and evaporated. The crude material was applied to a 120 g RediSep® silica... Reactants: NCC=1OC=C(C(C1)=O)OCC1=CC=CC=C1 (2-aminomethyl-5-benzyloxy-pyran-4-one), CC1=CC=C(C=C1)S(=O)(=O)Cl (4-methyl-benzenesulfonyl chloride), C(C1=CC=CC=C1)OC=1C(C=C(OC1)CNS(=O)(=O)C1=CC=CC=C1)=O (N-(5-benzyloxy-4-oxo-4H-pyran-2-ylmethyl)-benzene sulfonamide). Yields the product C(C1=CC=CC=C1)OC=1C(C=C(OC1)CNS(=O)(=O)C1=CC=C(C=C1)C)=O (N-(5-Benzyloxy-4-oxo-4H-pyran-2-ylmethyl)-4-methyl-benzenesulfonamide). Yield: 57.1%. RXN SMILES: [NH2:1][CH2:2][C:3]1[O:4][CH:5]=[C:6]([O:10][CH2:11][C:12]2[CH:17]=[CH:16][CH:15]=[CH:14][CH:13]=2)[C:7](=[O:9])[CH:8]=1.[CH3:18][C:19]1[CH:24]=[CH:23][C:22]([S:25](Cl)(=[O:27])=[O:26])=[CH:21][CH:20]=1.C(OC1C(=O)C=C(CNS(C2C=CC=CC=2)(=O)=O)OC=1)C1C=CC=CC=1>>[CH2:11]([O:10][C:6]1[C:7](=[O:9])[CH:8]=[C:3]([CH2:2][NH:1][S:25]([C:22]2[CH:23]=[CH:24][C:19]([CH3:18])=[CH:20][CH:21]=2)(=[O:27])=[O:26])[O:4][CH:5]=1)[C:12]1[CH:17]=[CH:16][CH:15]=[CH:14][CH:13]=1. Procedure: N-(5-Benzyloxy-4-oxo-4H-pyran-2-ylmethyl)-4-methyl-benzenesulfonamide (7-06) (20.0 g, 57.08%) was synthesized as a light brown solid from 2-aminomethyl-5-benzyloxy-pyran-4-one (5) (21.0 g, 90.90 mmol) and 4-methyl-benzenesulfonyl chloride (6-06) (20.7 g, 109.09 mmol) following the procedure described for N-(5-benzyloxy-4-oxo-4H-pyran-2-ylmethyl)-benzenesulfonamide (7-01). The reactants are C1CNCCN1, COc1ccc2cc(OCCOc3cncc(Cl)n3)ccc2c1, [K+], [K+], O=C([O-])[O-]. Product: COc1ccc2cc(OCCOc3cncc(N4CCNCC4)n3)ccc2c1. RXN SMILES: [CH2:24]1[CH2:25][NH:26][CH2:27][CH2:28][NH:29]1.[Cl:1][c:2]1[n:3][c:4]([O:8][CH2:9][CH2:10][O:11][c:12]2[cH:13][c:14]3[cH:15][cH:16][c:17]([O:22][CH3:23])[cH:18][c:19]3[cH:20][cH:21]2)[cH:5][n:6][cH:7]1.[K+:30].[K+:31].[O-:32][C:33]([O-:34])=[O:35]>>[c:2]1([N:26]2[CH2:25][CH2:24][NH:29][CH2:28][CH2:27]2)[n:3][c:4]([O:8][CH2:9][CH2:10][O:11][c:12]2[cH:13][c:14]3[cH:15][cH:16][c:17]([O:22][CH3:23])[cH:18][c:19]3[cH:20][cH:21]2)[cH:5][n:6][cH:7]1.